This data is from the Open Reaction Database (ORD), a public repository of structured organic reaction records. The task is: describe an organic reaction: reactants, conditions, products, and yield The reactants are CCCCCCCCCCCC(=O)O, Oc1cccc2c(Cl)cccc12, O. The product is CCCCCCCCCCCC(=O)c1ccc2c(Cl)cccc2c1O. As a reaction SMILES: [CH3:13][CH2:14][CH2:15][CH2:16][CH2:17][CH2:18][CH2:19][CH2:20][CH2:21][CH2:22][CH2:23][C:24]([OH:25])=[O:26].[Cl:1][c:2]1[c:3]2[cH:4][cH:5][cH:6][c:7]([OH:12])[c:8]2[cH:9][cH:10][cH:11]1.[OH2:27]>>[Cl:1][c:2]1[c:3]2[cH:4][cH:5][c:6]([C:24]([CH2:23][CH2:22][CH2:21][CH2:20][CH2:19][CH2:18][CH2:17][CH2:16][CH2:15][CH2:14][CH3:13])=[O:25])[c:7]([OH:12])[c:8]2[cH:9][cH:10][cH:11]1. Starting materials: N1(CCOCC1)CCNC1=CC(=CC=2C=COC21)N (N7-(2-Morpholin-4-ylethyl)-1-benzofuran-5,7-diamine), C(C)N1[C@H](CCC1)CNC1=CC(=CC=2C=COC21)[N+](=O)[O-] ({[(2R)-1-ethylpyrrolidin-2-yl]methyl}(5-nitro-1-benzofuran-7-yl)amine), C(C)N1[C@H](CCC1)CNC1=CC(=CC=2C=COC21)[N+](=O)[O-] ({[(2R)-1-ethylpyrrolidin-2-yl]methyl}(5-nitro-1-benzofuran-7-yl)amine). The product is C(C)N1[C@H](CCC1)CNC1=CC(=CC=2C=COC21)N (N7-{[(2R)-1-Ethylpyrrolidin-2-yl]methyl}-1-benzofuran-5,7-diamine). Reaction SMILES: N1(CCNC2C3OC=CC=3C=C(N)C=2)CCOCC1.[CH2:20]([N:22]1[CH2:26][CH2:25][CH2:24][C@@H:23]1[CH2:27][NH:28][C:29]1[C:37]2[O:36][CH:35]=[CH:34][C:33]=2[CH:32]=[C:31]([N+:38]([O-])=O)[CH:30]=1)[CH3:21]>>[CH2:20]([N:22]1[CH2:26][CH2:25][CH2:24][C@@H:23]1[CH2:27][NH:28][C:29]1[C:37]2[O:36][CH:35]=[CH:34][C:33]=2[CH:32]=[C:31]([NH2:38])[CH:30]=1)[CH3:21]. Procedure: The title compound was prepared according to the procedure described for Intermediate 28 using {[(2R)-1-ethylpyrrolidin-2-yl]methyl}(5-nitro-1-benzofuran-7-yl)amine (Intermediate 37). The obtained product was used directly in the subsequent reaction.